Dataset: the Open Reaction Database (ORD), a public repository of structured organic reaction records. Task: describe an organic reaction: reactants, conditions, products, and yield The product is C(=O)(OCC1=CC=CC=C1)N[C@@H](CCC(N)=O)C(=O)NCC(=O)[C@H]1[C@@](O[C@@H]([C@H]([C@@H]1O)O)CO)(N(C(CCCCCCCCCCC)=O)CCCCCCCCCCCCCC)N (N-[2-(N-Carbobenzoxy-L-glutaminyl-glycyl)-amino-2-deoxy-β-D-glucopyranosyl]-N-tetradecyl-dodecanamide). The reactants are NCC(=O)[C@H]1[C@@](O[C@@H]([C@H]([C@@H]1O)O)CO)(N(C(CCCCCCCCCCC)=O)CCCCCCCCCCCCCC)N (N-(2-glycyl-amino-2-deoxy-β-D-glucopyranosyl)-N-tetradecyl-dodecanamide), C(=O)(OCC1=CC=CC=C1)N[C@@H](CCC(N)=O)C(=O)O (N-carbobenzoxy-L-glutamine). Procedure details: from N-(2-glycyl-amino-2-deoxy-β-D-glucopyranosyl)-N-tetradecyl-dodecanamide and N-carbobenzoxy-L-glutamine. As a reaction SMILES: [NH2:1][CH2:2][C:3]([C@@H:5]1[C@@H:10]([OH:11])[C@H:9]([OH:12])[C@@H:8]([CH2:13][OH:14])[O:7][C@@:6]1([NH2:43])[N:15]([CH2:29][CH2:30][CH2:31][CH2:32][CH2:33][CH2:34][CH2:35][CH2:36][CH2:37][CH2:38][CH2:39][CH2:40][CH2:41][CH3:42])[C:16](=[O:28])[CH2:17][CH2:18][CH2:19][CH2:20][CH2:21][CH2:22][CH2:23][CH2:24][CH2:25][CH2:26][CH3:27])=[O:4].[C:44]([NH:54][C@H:55]([C:61](O)=[O:62])[CH2:56][CH2:57][C:58](=[O:60])[NH2:59])([O:46][CH2:47][C:48]1[CH:53]=[CH:52][CH:51]=[CH:50][CH:49]=1)=[O:45]>>[C:44]([NH:54][C@H:55]([C:61]([NH:1][CH2:2][C:3]([C@@H:5]1[C@@H:10]([OH:11])[C@H:9]([OH:12])[C@@H:8]([CH2:13][OH:14])[O:7][C@@:6]1([NH2:43])[N:15]([CH2:29][CH2:30][CH2:31][CH2:32][CH2:33][CH2:34][CH2:35][CH2:36][CH2:37][CH2:38][CH2:39][CH2:40][CH2:41][CH3:42])[C:16](=[O:28])[CH2:17][CH2:18][CH2:19][CH2:20][CH2:21][CH2:22][CH2:23][CH2:24][CH2:25][CH2:26][CH3:27])=[O:4])=[O:62])[CH2:56][CH2:57][C:58](=[O:60])[NH2:59])([O:46][CH2:47][C:48]1[CH:53]=[CH:52][CH:51]=[CH:50][CH:49]=1)=[O:45]. Reactants: Cl (hydrochloric acid), B(OCCCC)(OCCCC)OCCCC (tributyl borate), Boric anhydride, C(C)(=O)CC(C)=O (acetylacetone), C(CCC)N (n-butylamine), OC1=C(C=C(C=O)C=C1)OC (4-Hydroxy-3-methoxybenzaldehyde). Solvent: C(C)(=O)OCC.C(Cl)(Cl)Cl (ethyl acetate chloroform), O (water), C(C)(=O)OCC (ethyl acetate). Conditions: time 12 hour. Product: OC1=C(C=C(C=C1)C=CC(CC(C)=O)=O)OC (1-(4'-Hydroxy-3'-methoxyphenyl)-1-hexene-3,5-dione). Isolated yield 40.0%. As a reaction SMILES: [C:1]([CH2:4][C:5](=[O:7])[CH3:6])(=[O:3])[CH3:2].[OH:8][C:9]1[CH:16]=[CH:15][C:12]([CH:13]=O)=[CH:11][C:10]=1[O:17][CH3:18].B(OCCCC)(OCCCC)OCCCC.C(N)CCC.Cl>C(OCC)(=O)C.C(OCC)(=O)C.C(Cl)(Cl)Cl.O>[OH:8][C:9]1[CH:16]=[CH:15][C:12]([CH:13]=[CH:6][C:5](=[O:7])[CH2:4][C:1](=[O:3])[CH3:2])=[CH:11][C:10]=1[O:17][CH3:18] |f:6.7|. Procedure details: Boric anhydride (16.32 g, 237.2 mmoles) and acetylacetone are stirred at room temperature under nitrogen for 12 hours. 4-Hydroxy-3-methoxybenzaldehyde (18.06 g, 118.8 mmoles) and tributyl borate (364 g, 3.16 moles) are combined with the acetyl acetone/boric anhydride complex in 100 ml of ethyl acetate. The reaction is stirred at room temperature for one hour, at which time n-butylamine (4.34 g, 59.4 mmoles) is added in 4 equal portions over 8 hours. The reaction is allowed to stir for 12 hours. ...